Dataset: the Open Reaction Database (ORD), a public repository of structured organic reaction records. Task: describe an organic reaction: reactants, conditions, products, and yield The reactants are NC1=C(C2=CC=CC=C2C=C1)C1=C(C=CC2=CC=CC=C12)P(=O)(C1=CC=CC=C1)C1=CC=CC=C1 ((−)-2-amino-2′-diphenylphosphinyl-1,1′-binaphthyl), NC1=C(C2=CC=CC=C2C=C1)C1=C(C=CC2=CC=CC=C12)P(=O)(C1=CC=CC=C1)C1=CC=CC=C1 ((−)-2-amino-2′-diphenylphosphinyl-1,1′-binaphthyl), saturated aqueous solution, [Cl-].[NH4+] (ammonium chloride), N1=CC=CC=C1 (pyridine), CS(=O)(=O)Cl (methanesulfonyl chloride). The solvent is C(Cl)Cl (methylene chloride). Run at time 23 hour. Product: CS(=O)(=O)NC1=C(C2=CC=CC=C2C=C1)C1=C(C=CC2=CC=CC=C12)P(=O)(C1=CC=CC=C1)C1=CC=CC=C1 ((−)-2-methylsulfonylamino-2′-diphenylphosphinyl-1,1′-binaphthyl). Isolated yield 79.7%. As a reaction SMILES: [NH2:1][C:2]1[CH:11]=[CH:10][C:9]2[C:4](=[CH:5][CH:6]=[CH:7][CH:8]=2)[C:3]=1[C:12]1[C:21]2[C:16](=[CH:17][CH:18]=[CH:19][CH:20]=2)[CH:15]=[CH:14][C:13]=1[P:22]([C:30]1[CH:35]=[CH:34][CH:33]=[CH:32][CH:31]=1)([C:24]1[CH:29]=[CH:28][CH:27]=[CH:26][CH:25]=1)=[O:23].N1C=CC=CC=1.[CH3:42][S:43](Cl)(=[O:45])=[O:44].[Cl-].[NH4+]>C(Cl)Cl>[CH3:42][S:43]([NH:1][C:2]1[CH:11]=[CH:10][C:9]2[C:4](=[CH:5][CH:6]=[CH:7][CH:8]=2)[C:3]=1[C:12]1[C:21]2[C:16](=[CH:17][CH:18]=[CH:19][CH:20]=2)[CH:15]=[CH:14][C:13]=1[P:22]([C:24]1[CH:25]=[CH:26][CH:27]=[CH:28][CH:29]=1)([C:30]1[CH:31]=[CH:32][CH:33]=[CH:34][CH:35]=1)=[O:23])(=[O:45])=[O:44] |f:3.4|. Procedure: 6.62 gram (14.1 mmol) of (−)-2-amino-2′-diphenylphosphinyl-1,1′-binaphthyl (the formula (1-1a-1)) was dissolved in 282 ml of methylene chloride, followed by the addition of 4.7 ml (57.8 mmol) of pyridine and 4.1 ml (53.6 mmol) of methanesulfonyl chloride at 0° C. The reaction solution was stirred at room temperature for 23 hours. To the reaction solution, 200 ml of saturated aqueous solution of ammonium chloride was added and extracted with 200 ml of methylene chloride. The extract was washed wi... Yields the product C(C=C)C1=CC(=C(C=C1)CCCO)[SiH](C)C (3-(4-Allyldimethylsilylphenyl)-1-propanol). Solvent: CO (methanol). Reaction conditions: time 16 hour. Starting materials: C(C=C)C1=CC(=C(C=C1)CCCOC1OCCCC1)[SiH](C)C (2-[3-(4-allyldimethylsilylphenyl)propoxy]tetrahydro-2H-pyran), CC=1C=CC(=CC1)S(=O)(=O)O (p-TsOH). Procedure: 2-[3-(4-allyldimethylsilylphenyl)propoxy]tetrahydro-2H-pyran (3 Scheme 22, 600 mg, 1.9 mmol) was treated with catalytic amount of p-TsOH (20 mg) in methanol (10 mL). After being stirred for 16 h at room temperature, the reaction mixture was concentrated under reduced pressure and purified by column chromatography (1:5 ethyl acetate/hexanes) to afford a colorless oil (342 mg, 77%); 1H NMR (300 MHz, CDCl3) δ 0.31 (s, 6 H), 1.79 (d, J=8.1 Hz, 2 H), 1.93 (m, 2 H), 2.74 (t, J=8.4 Hz, 2 H), 3.71 (d, J... Reaction SMILES: [CH2:1]([C:4]1[CH:9]=[CH:8][C:7]([CH2:10][CH2:11][CH2:12][O:13]C2CCCCO2)=[C:6]([SiH:20]([CH3:22])[CH3:21])[CH:5]=1)[CH:2]=[CH2:3].CC1C=CC(S(O)(=O)=O)=CC=1>CO>[CH2:1]([C:4]1[CH:9]=[CH:8][C:7]([CH2:10][CH2:11][CH2:12][OH:13])=[C:6]([SiH:20]([CH3:22])[CH3:21])[CH:5]=1)[CH:2]=[CH2:3]. The yield is 76.8%. Reactants: CCc1n[nH]c2c(Cl)cc(Br)cc12, [Na+], [Na+], O=C([O-])[O-], C1COCCO1, O. Yields the product CCc1n[nH]c2c(Cl)cc(C(=O)O)cc12. Reaction SMILES: [Br:1][c:2]1[cH:3][c:4]2[c:5]([CH2:12][CH3:13])[n:6][nH:7][c:8]2[c:9]([Cl:11])[cH:10]1.[Na+:14].[Na+:15].[O-:16][C:17]([O-:18])=[O:19].[O:20]1[CH2:21][CH2:22][O:23][CH2:24][CH2:25]1.[OH2:26]>>[c:2]1([C:17](=[O:16])[OH:18])[cH:3][c:4]2[c:5]([CH2:12][CH3:13])[n:6][nH:7][c:8]2[c:9]([Cl:11])[cH:10]1.